Task: describe an organic reaction: reactants, conditions, products, and yield. Dataset: the Open Reaction Database (ORD), a public repository of structured organic reaction records Reactants: N (ammonia), C(C1=CC=CC=C1)(C1=CC=CC=C1)N1CC(C1)(CCC)OS(=O)(=O)C (1-benzhydryl-3-methanesulphonyloxy-3-propyl-azetidine), solution, N (ammonia). Solvent: C(C)O (ethanol), C(C)O (ethanol). Conditions: time 16 hour. The product is NC1(CN(C1)C(C1=CC=CC=C1)C1=CC=CC=C1)CCC (3-amino-1-benzhydryl-3-propylazetidine). Reaction SMILES: [CH:1]([N:14]1[CH2:17][C:16](OS(C)(=O)=O)([CH2:18][CH2:19][CH3:20])[CH2:15]1)([C:8]1[CH:13]=[CH:12][CH:11]=[CH:10][CH:9]=1)[C:2]1[CH:7]=[CH:6][CH:5]=[CH:4][CH:3]=1.[NH3:26]>C(O)C>[NH2:26][C:16]1([CH2:18][CH2:19][CH3:20])[CH2:17][N:14]([CH:1]([C:8]2[CH:13]=[CH:12][CH:11]=[CH:10][CH:9]=2)[C:2]2[CH:7]=[CH:6][CH:5]=[CH:4][CH:3]=2)[CH2:15]1. Reported procedure: 7.5 g of 1-benzhydryl-3-methanesulphonyloxy-3-propyl-azetidine are added to a solution at approximately 5° C. of 100 cm3 of a solution of ammonia in ethanol (prepared from 15 g of ammonia in 100 cm3 of ethanol at 5° C., the temperature is allowed to rise to approximately 20° C. and the mixture is stirred for 16 hours at the same temperature. After concentration to dryness under reduced pressure (20 kPa) at approximately 40° C., the residue is taken up with 25 cm3 of water and 2.22 g of methanesu...